describe an organic reaction: reactants, conditions, products, and yield From a dataset of the Open Reaction Database (ORD), a public repository of structured organic reaction records. Starting materials: CCOP(=O)(C=Cc1cn(-c2ccccc2)nc1OCc1ccc(OCc2nc(-c3ccc(C(=O)OC)cc3)oc2C)c(OC)c1)OCC, CO, Cl, [Na+], C1CCOC1, [OH-], O. Product: CCOP(=O)(C=Cc1cn(-c2ccccc2)nc1OCc1ccc(OCc2nc(-c3ccc(C(=O)O)cc3)oc2C)c(OC)c1)OCC. Reaction SMILES: [CH2:1]([CH3:2])[O:3][P:4](=[O:5])([O:6][CH2:7][CH3:8])[CH:9]=[CH:10][c:11]1[c:12]([O:22][CH2:23][c:24]2[cH:25][c:26]([O:48][CH3:49])[c:27]([O:28][CH2:29][c:30]3[n:31][c:32](-[c:36]4[cH:37][cH:38][c:39]([C:40](=[O:41])[O:42][CH3:43])[cH:44][cH:45]4)[o:33][c:34]3[CH3:35])[cH:46][cH:47]2)[n:13][n:14](-[c:16]2[cH:17][cH:18][cH:19][cH:20][cH:21]2)[cH:15]1.[CH3:53][OH:54].[ClH:52].[Na+:51].[O:55]1[CH2:56][CH2:57][CH2:58][CH2:59]1.[OH-:50].[OH2:60]>>[CH2:1]([CH3:2])[O:3][P:4](=[O:5])([O:6][CH2:7][CH3:8])[CH:9]=[CH:10][c:11]1[c:12]([O:22][CH2:23][c:24]2[cH:25][c:26]([O:48][CH3:49])[c:27]([O:28][CH2:29][c:30]3[n:31][c:32](-[c:36]4[cH:37][cH:38][c:39]([C:40](=[O:41])[OH:42])[cH:44][cH:45]4)[o:33][c:34]3[CH3:35])[cH:46][cH:47]2)[n:13][n:14](-[c:16]2[cH:17][cH:18][cH:19][cH:20][cH:21]2)[cH:15]1.